Dataset: the Open Reaction Database (ORD), a public repository of structured organic reaction records. Task: describe an organic reaction: reactants, conditions, products, and yield Starting materials: COC(=O)C=1C=CC2=C(C=3SC(=CC3CCO2)C(N(C)C2=C(C=C(C=C2)Cl)Cl)=O)C1 (2-[(2,4-dichloro-phenyl)-methyl-carbamoyl]-4,5-dihydro-6-oxa-1-thia-benzo[e]azulene-9-carboxylic acid methyl ester), [OH-].[Na+] (sodium hydroxide), Cl (hydrochloric acid). Solvent: C1CCOC1 (THF), C(C)O (ethanol). Run at time 16 hour. The product is S1C=CC=2CCOC3=C(C12)C=C(C=C3)C(=O)O (4,5-dihydro-6-oxa-1-thia-benzo[e]azulene-9-carboxylic acid). As a reaction SMILES: C[O:2][C:3]([C:5]1[CH:6]=[CH:7][C:8]2[O:17][CH2:16][CH2:15][C:14]3[CH:13]=[C:12](C(=O)N(C4C=CC(Cl)=CC=4Cl)C)[S:11][C:10]=3[C:9]=2[CH:30]=1)=[O:4].[OH-].[Na+].Cl>C1COCC1.C(O)C>[S:11]1[C:10]2[C:9]3[CH:30]=[C:5]([C:3]([OH:4])=[O:2])[CH:6]=[CH:7][C:8]=3[O:17][CH2:16][CH2:15][C:14]=2[CH:13]=[CH:12]1 |f:1.2|. Procedure: To a solution of 2-[(2,4-dichloro-phenyl)-methyl-carbamoyl]-4,5-dihydro-6-oxa-1-thia-benzo[e]azulene-9-carboxylic acid methyl ester (700 mg) in THF (8 mL) and ethanol (4 mL) was added sodium hydroxide solution (121 mg in 4 mL of water) and the reaction stirred at room temperature for 16 h. The reaction was then acidified with 2 M hydrochloric acid and the resulting solid was filtered and air-dried to give 2-(2,4-dichloro-phenyl)-methyl-carbamoyl]-4,5-dihydro-6-oxa-1-thia-benzo[e]azulene-9-carbox... Starting materials: N1=C(C=NC=C1)C1=NNC(=N1)C1=NC=CN=C1 (3,5-dipyrazinyl-1,2,4-triazole), C(C)(=O)OC(C)=O (acetic anhydride). The product is C(C)(=O)N1N=C(N=C1C1=NC=CN=C1)C1=NC=CN=C1 (1-acetyl-3,5-dipyrazinyl-1,2,4-triazole). As a reaction SMILES: [N:1]1[CH:6]=[CH:5][N:4]=[CH:3][C:2]=1[C:7]1[N:11]=[C:10]([C:12]2[CH:17]=[N:16][CH:15]=[CH:14][N:13]=2)[NH:9][N:8]=1.[C:18](OC(=O)C)(=[O:20])[CH3:19]>>[C:18]([N:8]1[C:7]([C:2]2[CH:3]=[N:4][CH:5]=[CH:6][N:1]=2)=[N:11][C:10]([C:12]2[CH:17]=[N:16][CH:15]=[CH:14][N:13]=2)=[N:9]1)(=[O:20])[CH3:19]. Procedure details: A suspension of 3,5-dipyrazinyl-1,2,4-triazole (0.5 grams) in 20 ml. of acetic anhydride is heated on a steam bath for 17 hours. The resulting solution is filtered and concentrated to a solid. After recrystallization from benzene-hexane, 250 mg. of 1-acetyl-3,5-dipyrazinyl-1,2,4-triazole is obtained, m.p. 128°-130° C. Reactants: ClCC(=O)OC (methyl chloroacetate), resultant mixture, ice, OC1=C2C=CN=CC2=CC=C1 (5-hydroxyisoquinoline), C[O-].[Na+] (sodium methylate). The solvent is CN(C)C=O (DMF). Conditions: time 30 minute. Yields the product C1=NC=CC2=C(C=CC=C12)OCC(=O)OC (methyl 5-isoquinolyloxyacetate). RXN SMILES: [OH:1][C:2]1[CH:11]=[CH:10][CH:9]=[C:8]2[C:3]=1[CH:4]=[CH:5][N:6]=[CH:7]2.C[O-].[Na+].Cl[CH2:16][C:17]([O:19][CH3:20])=[O:18]>CN(C=O)C>[CH:7]1[C:8]2[C:3](=[C:2]([O:1][CH2:16][C:17]([O:19][CH3:20])=[O:18])[CH:11]=[CH:10][CH:9]=2)[CH:4]=[CH:5][N:6]=1 |f:1.2|. Reported procedure: To an ice-cooled solution of 29.0 g of 5-hydroxyisoquinoline in 300 ml of DMF, 11.0 g of sodium methylate was added portionwise. After stirring for 30 min, 17.9 ml of methyl chloroacetate was added dropwise, and the resultant mixture was stirred at room temperature overnight and concentrated under reduced pressure. To the residue, 300 ml of toluene and 300 ml of water were added, and the whole mixture was filtered. The aqueous layer was extracted with 50 ml of toluene, and the combined toluene s... Starting materials: Cl.ClC1=C(C(=NC2=CC=CC=C12)C)CCCl (4-chloro-3-chloroethyl-2-methylquinoline hydrochloride), OC1=CC(=C(N)C=C1)C (4-hydroxy-2-methylaniline). The solvent is C(CCC)O (n-butanol). The product is OC1=CC(=C(C=C1)N1CCC=2C(=NC=3C=CC=CC3C21)C)C (1-(4-hydroxy2-methylphenyl)-4-methyl-2,3-dihydropyrrolo[3,2-c]quinoline). Yield: 12.0%. Reaction SMILES: Cl.Cl[C:3]1[C:12]2[C:7](=[CH:8][CH:9]=[CH:10][CH:11]=2)[N:6]=[C:5]([CH3:13])[C:4]=1[CH2:14][CH2:15]Cl.[OH:17][C:18]1[CH:24]=[CH:23][C:21]([NH2:22])=[C:20]([CH3:25])[CH:19]=1>C(O)CCC>[OH:17][C:18]1[CH:24]=[CH:23][C:21]([N:22]2[C:3]3[C:12]4[CH:11]=[CH:10][CH:9]=[CH:8][C:7]=4[N:6]=[C:5]([CH3:13])[C:4]=3[CH2:14][CH2:15]2)=[C:20]([CH3:25])[CH:19]=1 |f:0.1|. Procedure: A solution of 4-chloro-3-chloroethyl-2-methylquinoline hydrochloride (1.28 g, 4,6 mmol) and 4-hydroxy-2-methylaniline (1.13 g. 9.2 mmol) in n-butanol(20 ml) was heated at reflux under a nitrogen atmosphere for 20 hours, thenevaporated. Chromatography (silica gel, 5-7% methanolic ammonia in dichloromethane) and recrystallisation from aqueous methanol gave 1-(4-hydroxy2-methylphenyl)-4-methyl-2,3-dihydropyrrolo[3,2-c]quinoline (0.16 g), m.p. 315°-318°. Reactants: C(#N)C=1C=CC=C2CCC(CC12)=O (8-Cyano-2-tetralone), C(CC)NCCC (dipropylamine), [BH4-].[Na+] (sodium borohydride). The product is C(CC)N(C1CC2=C(C=CC=C2CC1)C#N)CCC (2-Di-n-propylamino-8-cyano-1,2,3,4-tetrahydronaphthalene), oil. Yield: 35.0%. As a reaction SMILES: [C:1]([C:3]1[CH:4]=[CH:5][CH:6]=[C:7]2[C:12]=1[CH2:11][C:10](=O)[CH2:9][CH2:8]2)#[N:2].[CH2:14]([NH:17][CH2:18][CH2:19][CH3:20])[CH2:15][CH3:16].[BH4-].[Na+]>>[CH2:14]([N:17]([CH2:18][CH2:19][CH3:20])[CH:10]1[CH2:9][CH2:8][C:7]2[C:12](=[C:3]([C:1]#[N:2])[CH:4]=[CH:5][CH:6]=2)[CH2:11]1)[CH2:15][CH3:16] |f:2.3|. Reported procedure: 8-Cyano-2-tetralone (500 mg, 2.9 mMol) was reacted with dipropylamine (0.8 mL, 5.8 mMol) and sodium borohydride (370 mg) as described in Example 1 to give the title compound as a colorless, viscous oil (260 mg, 35%). The hydrochloride salt was formed and crystallization (ethanol/diethyl ether) gave colorless crystals (m.p.=175°-176° C.). Starting materials: C1(=CC=CC=C1)C=NN1C(N(CC1)CCCCI)=O (1-phenylmethyleneamino-3-(4-iodobutyl)-2-imidazolidinone), CN1CCNCC1 (1-methylpiperazine). Solvent: CN(C=O)C (dimethylformamide). The product is C1(=CC=CC=C1)C=NN1C(N(CC1)CCCCN1CCN(CC1)C)=O (1-phenylmethyleneamino-3-[4-(4-methyl-1-piperazinyl)butyl]-2-imidazolidinone). Yield: 86.6%. As a reaction SMILES: [C:1]1([CH:7]=[N:8][N:9]2[CH2:13][CH2:12][N:11]([CH2:14][CH2:15][CH2:16][CH2:17]I)[C:10]2=[O:19])[CH:6]=[CH:5][CH:4]=[CH:3][CH:2]=1.[CH3:20][N:21]1[CH2:26][CH2:25][NH:24][CH2:23][CH2:22]1>CN(C)C=O>[C:1]1([CH:7]=[N:8][N:9]2[CH2:13][CH2:12][N:11]([CH2:14][CH2:15][CH2:16][CH2:17][N:24]3[CH2:25][CH2:26][N:21]([CH3:20])[CH2:22][CH2:23]3)[C:10]2=[O:19])[CH:6]=[CH:5][CH:4]=[CH:3][CH:2]=1. Procedure: A stirred solution of 1-phenylmethyleneamino-3-(4-iodobutyl)-2-imidazolidinone (10.0 g, 0.0269 mole), dimethylformamide (150 ml) and 1-methylpiperazine (6.0 ml, 3.4 g, 0.0539 mole) is heated to reflux. Reflux is maintained for 2.5 hours. The solution is concentrated under reduced pressure to a semi-solid residue. This residue is dissolved in CHCl3 (300 ml), then washed with saturated NaHCO3 solution. (3×400 ml), H2O (2×100 ml) and dried over MgSO4. The filtered solution is concentrated under red... Reactants: [Si](C)(C)(C(C)(C)C)Cl (tert-butyldimethylsilyl chloride), NC1=C(C(=NN1C1=C(C=C(C=C1Cl)C(F)(F)F)Cl)C=NO)S(=O)C (5-amino-1-[2,6-dichloro-4-(trifluoromethyl)phenyl]-4-methylsulfinyl-1H-pyrazole-3-carboxaldehyde oxime), N1C=NC=C1 (imidazole), O (water). Solvent: CN(C=O)C (N,N-dimethylformamide), CN(C=O)C (DMF), CN(C=O)C (DMF). Reaction conditions: temperature 50 celsius, time 18 hour. Yields the product [Si](C)(C)(C(C)(C)C)ON=CC1=NN(C(=C1S(=O)C)N)C1=C(C=C(C=C1Cl)C(F)(F)F)Cl (5-amino-1-[2,6-dichloro-4-(trifluoromethyl)phenyl]-4-methylsulfinyl-1H-pyrazole-3-carboxaldehyde O-(tert-butyldimethylsilyl)oxime). Yield: 29.6%. RXN SMILES: [Si:1](Cl)([C:4]([CH3:7])([CH3:6])[CH3:5])([CH3:3])[CH3:2].[NH2:9][C:10]1[N:14]([C:15]2[C:20]([Cl:21])=[CH:19][C:18]([C:22]([F:25])([F:24])[F:23])=[CH:17][C:16]=2[Cl:26])[N:13]=[C:12]([CH:27]=[N:28][OH:29])[C:11]=1[S:30]([CH3:32])=[O:31].N1C=CN=C1.O>CN(C)C=O>[Si:1]([O:29][N:28]=[CH:27][C:12]1[C:11]([S:30]([CH3:32])=[O:31])=[C:10]([NH2:9])[N:14]([C:15]2[C:20]([Cl:21])=[CH:19][C:18]([C:22]([F:25])([F:23])[F:24])=[CH:17][C:16]=2[Cl:26])[N:13]=1)([C:4]([CH3:7])([CH3:6])[CH3:5])([CH3:3])[CH3:2]. Procedure details: A solution of tert-butyldimethylsilyl chloride (0.8 g) in N,N-dimethylformamide (DMF) was added to a stirred solution of 5-amino-1-[2,6-dichloro-4-(trifluoromethyl)phenyl]-4-methylsulfinyl-1H-pyrazole-3-carboxaldehyde oxime (2.0 g) in (DMF), followed by dropwise addition of a solution of imidazole (0.72 g) in DMF during 7-minutes. The mixture was heated at 50° C. for 3.5-hours and then held at 20° C. for 18 hours. The mixture was diluted (water), extracted (methyl tert-butyl ether) and the organ... The solvent is [OH-].[Na+] (NaOH). The product is C(C1CO1)OC(CCC)OCC1CO1 (butanediol diglycidylether). Procedure details: Gels comprising agarose and ethyleneglycol diglycidylether prepared at different polymer/cross-linker ratios. A series of gel comprising 1% agarose polymer in 0.1M NaOH and 0.05, 0.1, 0.2, 0.4 and 0.6 ml of ethyleneglycol diglycidylether in 10 ml was prepared by incubation at room temperature for 4 days. Electrophoresis showed reduced migration distances with increasing cross-linker concentration. Resolution was inferior to that obtained with butanediol diglycidylether. Starting materials: agarose, C(C1CO1)OCCOCC1CO1 (ethyleneglycol diglycidylether), C(C1CO1)OCCOCC1CO1 (ethyleneglycol diglycidylether), agarose. Reaction SMILES: C(O[CH2:6][CH2:7][O:8][CH2:9][CH:10]1[O:12][CH2:11]1)C1OC1>[OH-].[Na+]>[CH2:9]([O:8][CH:7]([O:8][CH2:9][CH:10]1[O:12][CH2:11]1)[CH2:6][CH2:7][CH3:6])[CH:10]1[O:12][CH2:11]1 |f:1.2|.